This data is from the Open Reaction Database (ORD), a public repository of structured organic reaction records. The task is: describe an organic reaction: reactants, conditions, products, and yield The reactants are O=C([O-])[O-], NC(=O)c1cnc(N)c2c1sc1cc(Br)ccc12, [Na+], [Na+], CN(C)C=O, OB(O)c1ccccc1. Yields the product NC(=O)c1cnc(N)c2c1sc1cc(-c3ccccc3)ccc12. RXN SMILES: [C:28](=[O:29])([O-:30])[O-:31].[NH2:1][c:2]1[n:3][cH:4][c:5]([C:16](=[O:17])[NH2:18])[c:6]2[c:7]1[c:8]1[c:9]([s:10]2)[cH:11][c:12]([Br:15])[cH:13][cH:14]1.[Na+:32].[Na+:33].[O:34]=[CH:35][N:36]([CH3:37])[CH3:38].[OH:19][B:20]([OH:21])[c:22]1[cH:23][cH:24][cH:25][cH:26][cH:27]1>>[NH2:1][c:2]1[n:3][cH:4][c:5]([C:16](=[O:17])[NH2:18])[c:6]2[c:7]1[c:8]1[c:9]([s:10]2)[cH:11][c:12](-[c:22]2[cH:23][cH:24][cH:25][cH:26][cH:27]2)[cH:13][cH:14]1. The reactants are NCC=1C=C(CN(S(=O)(=O)C2=C(C(=CC(=C2)Cl)Cl)O)CC2=CC=C(C=C2)C(F)(F)F)C=CC1 (N-(3-(aminomethyl)benzyl)-3,5-dichloro-2-hydroxy-N-(4-(trifluoromethyl)benzyl)benzenesulfonamide), C1=CC=C(C=C1)C2=CC=C(C=C2)N=C=O (4-biphenyl isocyanate). The solvent is CN(C)C=O (DMF). Run at time 2 hour. Product: C1(=CC=C(C=C1)NC(NCC=1C=C(CN(S(=O)(=O)C2=C(C(=CC(=C2)Cl)Cl)O)CC2=CC=C(C=C2)C(F)(F)F)C=CC1)=O)C1=CC=CC=C1 (N-(3-((3-Biphenyl-4-ylureido)methyl)benzyl)-3,5-dichloro-2-hydroxy-N-(4-(trifluoromethyl)benzyl)benzenesulfonamide). Yield: 58.3%. RXN SMILES: [NH2:1][CH2:2][C:3]1[CH:4]=[C:5]([CH:31]=[CH:32][CH:33]=1)[CH2:6][N:7]([CH2:20][C:21]1[CH:26]=[CH:25][C:24]([C:27]([F:30])([F:29])[F:28])=[CH:23][CH:22]=1)[S:8]([C:11]1[CH:16]=[C:15]([Cl:17])[CH:14]=[C:13]([Cl:18])[C:12]=1[OH:19])(=[O:10])=[O:9].[CH:34]1[CH:39]=[CH:38][C:37]([C:40]2[CH:45]=[CH:44][C:43]([N:46]=[C:47]=[O:48])=[CH:42][CH:41]=2)=[CH:36][CH:35]=1>CN(C=O)C>[C:40]1([C:37]2[CH:36]=[CH:35][CH:34]=[CH:39][CH:38]=2)[CH:41]=[CH:42][C:43]([NH:46][C:47](=[O:48])[NH:1][CH2:2][C:3]2[CH:4]=[C:5]([CH:31]=[CH:32][CH:33]=2)[CH2:6][N:7]([CH2:20][C:21]2[CH:22]=[CH:23][C:24]([C:27]([F:29])([F:28])[F:30])=[CH:25][CH:26]=2)[S:8]([C:11]2[CH:16]=[C:15]([Cl:17])[CH:14]=[C:13]([Cl:18])[C:12]=2[OH:19])(=[O:9])=[O:10])=[CH:44][CH:45]=1. Procedure: To a solution of N-(3-(aminomethyl)benzyl)-3,5-dichloro-2-hydroxy-N-(4-(trifluoromethyl)benzyl)benzenesulfonamide (60 mg, 0.12 mmol) in DMF (3 mL) was added 4-biphenyl isocyanate (23.7 mg, 0.12 mmol). The resulting mixture was stirred at rt. for 2 h under nitrogen. The mixture was concentrated and dissolved in MeOH, purified by preparative HPLC. The fractions containing the desired product were combined, concentrated and lyophilized to give white solid (50 mg, 60%). Starting materials: C1CCOC1, CO, CCOC(=O)c1cnn(Cc2ccc(OC)cc2)c1, [Li+], [OH-], O. Product: COc1ccc(Cn2cc(C(=O)O)cn2)cc1. RXN SMILES: [CH2:23]1[O:24][CH2:25][CH2:26][CH2:27]1.[CH3:28][OH:29].[CH3:3][O:4][c:5]1[cH:6][cH:7][c:8]([CH2:9][n:10]2[n:11][cH:12][c:13]([C:15](=[O:16])[O:17][CH2:18][CH3:19])[cH:14]2)[cH:20][cH:21]1.[Li+:2].[OH-:1].[OH2:22]>>[CH3:3][O:4][c:5]1[cH:6][cH:7][c:8]([CH2:9][n:10]2[n:11][cH:12][c:13]([C:15](=[O:16])[OH:17])[cH:14]2)[cH:20][cH:21]1. Reactants: CC(C)[Si](Oc1c(F)cc(CC(C=Cc2ccccc2OCc2ccc(C(C)(C)C)cc2)CCc2ccc(-c3nnn[nH]3)cc2)cc1F)(C(C)C)C(C)C, CCCC[N+](CCCC)(CCCC)CCCC, C1CCOC1, [Cl-], [F-], [NH4+], O. Product: CC(C)(C)c1ccc(COc2ccccc2C=CC(CCc2ccc(-c3nnn[nH]3)cc2)Cc2cc(F)c(O)c(F)c2)cc1. RXN SMILES: [C:1]([CH3:2])([CH3:3])([CH3:4])[c:5]1[cH:6][cH:7][c:8]([CH2:9][O:10][c:11]2[c:12]([CH:17]=[CH:18][CH:19]([CH2:20][CH2:21][c:22]3[cH:23][cH:24][c:25](-[c:28]4[n:29][n:30][n:31][nH:32]4)[cH:26][cH:27]3)[CH2:33][c:34]3[cH:35][c:36]([F:52])[c:37]([O:41][Si:42]([CH:43]([CH3:44])[CH3:45])([CH:46]([CH3:47])[CH3:48])[CH:49]([CH3:50])[CH3:51])[c:38]([F:40])[cH:39]3)[cH:13][cH:14][cH:15][cH:16]2)[cH:53][cH:54]1.[CH2:56]([N+:57]([CH2:58][CH2:59][CH2:60][CH3:61])([CH2:62][CH2:63][CH2:64][CH3:65])[CH2:66][CH2:67][CH2:68][CH3:69])[CH2:70][CH2:71][CH3:72].[CH2:76]1[O:77][CH2:78][CH2:79][CH2:80]1.[Cl-:74].[F-:55].[NH4+:75].[O:73]>>[C:1]([CH3:2])([CH3:3])([CH3:4])[c:5]1[cH:6][cH:7][c:8]([CH2:9][O:10][c:11]2[c:12]([CH:17]=[CH:18][CH:19]([CH2:20][CH2:21][c:22]3[cH:23][cH:24][c:25](-[c:28]4[n:29][n:30][n:31][nH:32]4)[cH:26][cH:27]3)[CH2:33][c:34]3[cH:35][c:36]([F:52])[c:37]([OH:41])[c:38]([F:40])[cH:39]3)[cH:13][cH:14][cH:15][cH:16]2)[cH:53][cH:54]1. Reactants: N=C(c1ccccc1)c1ccccc1, Cc1ccccc1, CC(C)C(O)(c1ccc(OS(=O)(=O)C(F)(F)F)c(-c2ccc(F)cc2)c1)c1cn(C(c2ccccc2)(c2ccccc2)c2ccccc2)cn1, O=C([O-])[O-], c1ccc(P(c2ccccc2)c2ccc3ccccc3c2-c2c(P(c3ccccc3)c3ccccc3)ccc3ccccc23)cc1. Product: CC(C)C(O)(c1ccc(N=C(c2ccccc2)c2ccccc2)c(-c2ccc(F)cc2)c1)c1cn(C(c2ccccc2)(c2ccccc2)c2ccccc2)cn1. Reaction SMILES: [C:51]([c:52]1[cH:53][cH:54][cH:55][cH:56][cH:57]1)([c:58]1[cH:59][cH:60][cH:61][cH:62][cH:63]1)=[NH:64].[CH3:115][c:116]1[cH:117][cH:118][cH:119][cH:120][cH:121]1.[F:1][C:2]([F:3])([F:4])[S:5]([O:6][c:7]1[c:8](-[c:42]2[cH:43][cH:44][c:45]([F:48])[cH:46][cH:47]2)[cH:9][c:10]([C:13]([CH:14]([CH3:15])[CH3:16])([c:17]2[n:18][cH:19][n:20]([C:22]([c:23]3[cH:24][cH:25][cH:26][cH:27][cH:28]3)([c:29]3[cH:30][cH:31][cH:32][cH:33][cH:34]3)[c:35]3[cH:36][cH:37][cH:38][cH:39][cH:40]3)[cH:21]2)[OH:41])[cH:11][cH:12]1)(=[O:49])=[O:50].[O-:65][C:66](=[O:67])[O-:68].[c:69]1([P:70]([c:71]2[cH:72][cH:73][cH:74][cH:75][cH:76]2)[c:77]2[cH:78][cH:79][c:80]3[c:81]([cH:82][cH:83][cH:84][cH:85]3)[c:86]2-[c:87]2[c:88]3[c:89]([cH:90][cH:91][cH:92][cH:93]3)[cH:94][cH:95][c:96]2[P:97]([c:98]2[cH:99][cH:100][cH:101][cH:102][cH:103]2)[c:104]2[cH:105][cH:106][cH:107][cH:108][cH:109]2)[cH:110][cH:111][cH:112][cH:113][cH:114]1>>[c:7]1([N:64]=[C:51]([c:52]2[cH:53][cH:54][cH:55][cH:56][cH:57]2)[c:58]2[cH:59][cH:60][cH:61][cH:62][cH:63]2)[c:8](-[c:42]2[cH:43][cH:44][c:45]([F:48])[cH:46][cH:47]2)[cH:9][c:10]([C:13]([CH:14]([CH3:15])[CH3:16])([c:17]2[n:18][cH:19][n:20]([C:22]([c:23]3[cH:24][cH:25][cH:26][cH:27][cH:28]3)([c:29]3[cH:30][cH:31][cH:32][cH:33][cH:34]3)[c:35]3[cH:36][cH:37][cH:38][cH:39][cH:40]3)[cH:21]2)[OH:41])[cH:11][cH:12]1. The reactants are CC(=O)O, Cc1cc(C#N)ccc1[N+](=O)[O-], Cl, [NH4+], [OH-]. Product: Cc1cc(C#N)ccc1N. Reaction SMILES: [CH3:15][C:16](=[O:17])[OH:18].[CH3:1][c:2]1[cH:3][c:4]([C:5]#[N:6])[cH:7][cH:8][c:9]1[N+:10]([O-:11])=[O:12].[ClH:19].[NH4+:13].[OH-:14]>>[CH3:1][c:2]1[cH:3][c:4]([C:5]#[N:6])[cH:7][cH:8][c:9]1[NH2:10].